From a dataset of the Open Reaction Database (ORD), a public repository of structured organic reaction records. describe an organic reaction: reactants, conditions, products, and yield Starting materials: CCOC(=O)OCC, CCN1C(=O)Cc2cc(C(=O)c3cccs3)ccc21, ClCCl, CCO, Cl, [Na]. Product: CCOC(=O)C1C(=O)N(CC)c2ccc(C(=O)c3cccs3)cc21. Reaction SMILES: [C:21]([O:22][CH2:23][CH3:24])([O:25][CH2:27][CH3:28])=[O:26].[CH2:2]([CH3:3])[N:4]1[C:5](=[O:20])[CH2:6][c:7]2[cH:8][c:9]([C:13]([c:14]3[cH:15][cH:16][cH:17][s:18]3)=[O:19])[cH:10][cH:11][c:12]21.[CH2:30]([Cl:31])[Cl:32].[CH3:33][CH2:34][OH:35].[ClH:29].[Na:1]>>[CH2:2]([CH3:3])[N:4]1[C:5](=[O:20])[CH:6]([C:21]([O:22][CH2:23][CH3:24])=[O:25])[c:7]2[cH:8][c:9]([C:13]([c:14]3[cH:15][cH:16][cH:17][s:18]3)=[O:19])[cH:10][cH:11][c:12]21. Reactants: BrC=1C=C(C(=O)OC)C=CC1OC1CC1 (methyl 3-bromo-4-(cyclopropoxy)benzoate), COC1=CC=C(C=C1)CS ((4-methoxyphenyl)methanethiol), CC1(C2=C(C(=CC=C2)P(C3=CC=CC=C3)C4=CC=CC=C4)OC5=C(C=CC=C51)P(C6=CC=CC=C6)C7=CC=CC=C7)C (Xantphos), CCN(C(C)C)C(C)C (DIPEA), N#N (N2). The reagents and catalysts are C=1C=CC(=CC1)/C=C/C(=O)/C=C/C2=CC=CC=C2.C=1C=CC(=CC1)/C=C/C(=O)/C=C/C2=CC=CC=C2.C=1C=CC(=CC1)/C=C/C(=O)/C=C/C2=CC=CC=C2.[Pd].[Pd] (Pd2(dba)3). Solvent: C1(=CC=CC=C1)C (toluene). Yields the product C1(CC1)OC1=C(C=C(C(=O)OC)C=C1)SCC1=CC=C(C=C1)OC (methyl 4-(cyclopropoxy)-3-[(4-methoxyphenyl)methylsulfanyl]benzoate). Yield: 89.2%. RXN SMILES: Br[C:2]1[CH:3]=[C:4]([CH:9]=[CH:10][C:11]=1[O:12][CH:13]1[CH2:15][CH2:14]1)[C:5]([O:7][CH3:8])=[O:6].[CH3:16][O:17][C:18]1[CH:23]=[CH:22][C:21]([CH2:24][SH:25])=[CH:20][CH:19]=1.CC1(C)C2C(=C(P(C3C=CC=CC=3)C3C=CC=CC=3)C=CC=2)OC2C(P(C3C=CC=CC=3)C3C=CC=CC=3)=CC=CC1=2.CCN(C(C)C)C(C)C.N#N>C1(C)C=CC=CC=1.C1C=CC(/C=C/C(/C=C/C2C=CC=CC=2)=O)=CC=1.C1C=CC(/C=C/C(/C=C/C2C=CC=CC=2)=O)=CC=1.C1C=CC(/C=C/C(/C=C/C2C=CC=CC=2)=O)=CC=1.[Pd].[Pd]>[CH:13]1([O:12][C:11]2[CH:10]=[CH:9][C:4]([C:5]([O:7][CH3:8])=[O:6])=[CH:3][C:2]=2[S:25][CH2:24][C:21]2[CH:22]=[CH:23][C:18]([O:17][CH3:16])=[CH:19][CH:20]=2)[CH2:15][CH2:14]1 |f:6.7.8.9.10|. Reported procedure: To a solution of methyl 3-bromo-4-(cyclopropoxy)benzoate (530.00 mg, 1.95 mmol, 1.00 eq) and (4-methoxyphenyl)methanethiol (451.12 mg, 2.93 mmol, 1.50 eq) in toluene (10.00 mL) were added Pd2(dba)3 (89.28 mg, 97.50 umol, 0.05 eq), Xantphos (112.83 mg, 195.00 umol, 0.10 eq) and DIPEA (504.04 mg, 3.90 mmol, 2.00 eq) under N2 protection. Then the mixture was stirred at 100° C. for 16 hr N2 protection. TLC detected the reaction was complete, the solvent was evaporated, the residue was washed with wa... Reactants: O (water), C([O-])([O-])=O.[K+].[K+] (potassium carbonate), [N+](=O)([O-])C=1C=C(C=CC1)O (3-nitrophenol), BrCCCCN1C(C2=CC=CC=C2C1=O)=O (2-(4-bromo-butyl)-isoindole-1,3-dione). Solvent: CN(C)C=O (DMF). Conditions: time 10 minute. The product is [N+](=O)([O-])C=1C=C(OCCCCN2C(C3=CC=CC=C3C2=O)=O)C=CC1 (2-[4-(3-Nitro-phenoxy)-butyl]-isoindole-1,3-dione). Reaction SMILES: C(=O)([O-])[O-].[K+].[K+].[N+:7]([C:10]1[CH:11]=[C:12]([OH:16])[CH:13]=[CH:14][CH:15]=1)([O-:9])=[O:8].Br[CH2:18][CH2:19][CH2:20][CH2:21][N:22]1[C:30](=[O:31])[C:29]2[C:24](=[CH:25][CH:26]=[CH:27][CH:28]=2)[C:23]1=[O:32].O>CN(C=O)C>[N+:7]([C:10]1[CH:11]=[C:12]([CH:13]=[CH:14][CH:15]=1)[O:16][CH2:18][CH2:19][CH2:20][CH2:21][N:22]1[C:30](=[O:31])[C:29]2[C:24](=[CH:25][CH:26]=[CH:27][CH:28]=2)[C:23]1=[O:32])([O-:9])=[O:8] |f:0.1.2|. Procedure details: 9.67 g (70 mmol) of potassium carbonate is added to a solution of 6.96 g (50 mmol) of 3-nitrophenol in 500 ml DMF, and then it is stirred for 10 minutes at room temperature. It is mixed with 14.1 g (50 mmol) of 2-(4-bromo-butyl)-isoindole-1,3-dione and stirred for 4 hours at 60° C. After cooling, it is mixed with water and extracted with ethyl acetate. The combined organic phases are dried (MgSO4), filtered and concentrated by evaporation. 17.2 g (50 mmol, corresponding to 100% of theory) of the... Reactants: [F-].C(CCC)[N+](CCCC)(CCCC)CCCC (tetrabutylammoniumfluoride), FC(C=1NC2=C(N1)C=CC=C2)F (2-difluoromethylbenzimidazole), obtained compound, FC(C=1NC2=C(N1)C(=C(C(=C2O[SiH3])C(C)(C)C)C)C)F (2-difluoromethyl-5-tert-butyldimethyl-silyloxybenzimidazole), FC(C1=NC2=C(N1C1=NC(=NC(=N1)N1[C@@H]([C@@H](OCC1)C)C)N1CCOCC1)C=CC(=C2)O[Si](C)(C)C(C)(C)C)F (2-(2-difluoromethyl-5-tert-butyldimethylsilyloxybenzimidazol-1-yl)-4-(cis-2,3-dimethylmorpholino)-6-morpholino-1,3,5-triazine). Run in C1CCOC1 (THF), C1CCOC1 (THF), O (water), ( 1 ). Conditions: time 30 minute. Yields the product FC(C1=NC2=C(N1C1=NC(=NC(=N1)N1[C@@H]([C@@H](OCC1)C)C)N1CCOCC1)C=CC(=C2)O)F (2-(2-difluoromethyl-5-hydroxybenzimidazol-1-yl)-4-(cis-2,3-dimethylmorpholino)-6-morpholino-1,3,5-triazine). Yield: 79.0%. As a reaction SMILES: FC(F)C1NC2C=CC=CC=2N=1.FC(F)C1NC2C(O[SiH3])=C(C(C)(C)C)C(C)=C(C)C=2N=1.[F:33][CH:34]([F:72])[C:35]1[N:39]([C:40]2[N:45]=[C:44]([N:46]3[CH2:51][CH2:50][O:49][C@@H:48]([CH3:52])[C@H:47]3[CH3:53])[N:43]=[C:42]([N:54]3[CH2:59][CH2:58][O:57][CH2:56][CH2:55]3)[N:41]=2)[C:38]2[CH:60]=[CH:61][C:62]([O:64][Si](C(C)(C)C)(C)C)=[CH:63][C:37]=2[N:36]=1.[F-].C([N+](CCCC)(CCCC)CCCC)CCC>C1COCC1.O>[F:72][CH:34]([F:33])[C:35]1[N:39]([C:40]2[N:45]=[C:44]([N:46]3[CH2:51][CH2:50][O:49][C@@H:48]([CH3:52])[C@H:47]3[CH3:53])[N:43]=[C:42]([N:54]3[CH2:59][CH2:58][O:57][CH2:56][CH2:55]3)[N:41]=2)[C:38]2[CH:60]=[CH:61][C:62]([OH:64])=[CH:63][C:37]=2[N:36]=1 |f:3.4|. Procedure: In accordance with the procedure of the Example 4 except that 2-difluoromethylbenzimidazole in (1) of the Example 4 was replaced by 2-difluoromethyl-5-tert-butyldimethyl-silyloxybenzimidazole, obtained was 2-(2-difluoromethyl-5-tert-butyldimethylsilyloxybenzimidazol-1-yl)-4-(cis-2,3-dimethylmorpholino)-6-morpholino-1,3,5-triazine. 120 mg (0.22 mmol) of the obtained compound dissolved in THF (2 ml) was added with a solution of tetrabutylammoniumfluoride (1 M) in THF (0.5 ml) and stirred at room t... Reactants: C(CC(C)C)(=O)O (isovaleric acid), C(C)(=O)[O-].[Na+] (sodium acetate), C1(O)=CC(O)=CC=C1 (resorcinol), B(F)(F)F.CCOCC (boron trifluoride etherate). Reaction conditions: temperature 90 celsius, time 8 hour. Product: OC1=C(C=CC(=C1)O)C(CC(C)C)=O (1-(2,4-Dihydroxy-phenyl)-3-methyl-butan-1-one). Yield: 111.2%. As a reaction SMILES: [C:1]([OH:7])(=O)[CH2:2][CH:3]([CH3:5])[CH3:4].[C:8]1([CH:15]=[CH:14][CH:13]=[C:11]([OH:12])[CH:10]=1)[OH:9].B(F)(F)F.CCOCC.C([O-])(=O)C.[Na+]>>[OH:9][C:8]1[CH:10]=[C:11]([OH:12])[CH:13]=[CH:14][C:15]=1[C:1](=[O:7])[CH2:2][CH:3]([CH3:5])[CH3:4] |f:2.3,4.5|. Reported procedure: Add isovaleric acid (5.10 g, 50 mmol, 5.5 mL) in one portion to a mixture of resorcinol (5.00 g, 45.4 mmol) in boron trifluoride etherate (38.67 g, 272.5 mmol, 34.5 mL) at room temperature under Argon gas. Heat the reaction mixture at 90° C. for 1.5 hr. Cool the reaction to room temperature and pour it into a 20% aqueous sodium acetate solution and stir overnight. Extract the aqueous mixture with ethyl acetate (3×). Combine the organic layers, wash with saturated aqueous sodium bicarbonate solut... Starting materials: C(C1=CC=CC=C1)OCCC(C(O)(C1=CC=C(C=C1)O)C1=CC=CC=C1)C1=CC=CC=C1 (4-benzyloxy-1,2-diphenyl-1-(4-hydroxyphenyl)butan-1-ol), [H][H] (hydrogen). Reagents/catalysts: [Pd] (palladium-on-charcoal). The solvent is C(C)O (ethanol). Product: C1(=CC=CC=C1)C(C(CCO)C1=CC=CC=C1)(O)C1=CC=C(C=C1)O (1,2-diphenyl-1-(4-hydroxyphenyl)-butane-1,4-diol). As a reaction SMILES: C([O:8][CH2:9][CH2:10][CH:11]([C:27]1[CH:32]=[CH:31][CH:30]=[CH:29][CH:28]=1)[C:12]([C:21]1[CH:26]=[CH:25][CH:24]=[CH:23][CH:22]=1)([C:14]1[CH:19]=[CH:18][C:17]([OH:20])=[CH:16][CH:15]=1)[OH:13])C1C=CC=CC=1.[H][H]>C(O)C.[Pd]>[C:21]1([C:12]([C:14]2[CH:15]=[CH:16][C:17]([OH:20])=[CH:18][CH:19]=2)([OH:13])[CH:11]([C:27]2[CH:32]=[CH:31][CH:30]=[CH:29][CH:28]=2)[CH2:10][CH2:9][OH:8])[CH:26]=[CH:25][CH:24]=[CH:23][CH:22]=1. Reported procedure: The evaporation residue obtained in step (c) is dissolved in 300 ml of 94% ethanol. Then 2 g of 5% palladium-on-charcoal are added. The reaction mixture is stirred at room temperature under a hydrogen atmosphere until one equivalent of hydrogen is consumed. The catalyst is filtered off. The solvent is evaporated, and the residue is crystallized from toluene. The yield is 12.7 g (38%) from desoxybenzoin) of a product having m.p. 192°-4° C. The reactants are TEA, CC1=NC2=CC=CC(=C2N=C1N[C@@H]1CNCCC1)C1=CC=2C(NCCC2N1)=O ((S)-2-(2-methyl-3-(piperidin-3-ylamino)quinoxalin-5-yl)-6,7-dihydro-1H-pyrrolo[3,2-c]pyridin-4(5H)-one), CC(=O)OC(=O)C (Ac2O). The solvent is C(Cl)Cl (DCM). Run at temperature 25 celsius, time 1 hour. Product: C(C)(=O)N1C[C@H](CCC1)NC=1C(=NC2=CC=CC(=C2N1)C1=CC=2C(NCCC2N1)=O)C (2-(3-(((3S)-1-acetyl-3-piperidinyl)amino)-2-methyl-5-quinoxalinyl)-1,5,6,7-tetrahydro-4H-pyrrolo[3,2-c]pyridin-4-one). The yield is 29.6%. Reaction SMILES: [CH3:1][C:2]1[C:11]([NH:12][C@H:13]2[CH2:18][CH2:17][CH2:16][NH:15][CH2:14]2)=[N:10][C:9]2[C:4](=[CH:5][CH:6]=[CH:7][C:8]=2[C:19]2[NH:27][C:26]3[CH2:25][CH2:24][NH:23][C:22](=[O:28])[C:21]=3[CH:20]=2)[N:3]=1.[CH3:29][C:30](OC(C)=O)=[O:31]>C(Cl)Cl>[C:30]([N:15]1[CH2:16][CH2:17][CH2:18][C@H:13]([NH:12][C:11]2[C:2]([CH3:1])=[N:3][C:4]3[C:9]([N:10]=2)=[C:8]([C:19]2[NH:27][C:26]4[CH2:25][CH2:24][NH:23][C:22](=[O:28])[C:21]=4[CH:20]=2)[CH:7]=[CH:6][CH:5]=3)[CH2:14]1)(=[O:31])[CH3:29]. Reported procedure: Prepared according to Example 50, using TEA (37.7 μl, 0.271 mmol, Sigma Aldrich), (S)-2-(2-methyl-3-(piperidin-3-ylamino)quinoxalin-5-yl)-6,7-dihydro-1H-pyrrolo[3,2-c]pyridin-4(5H)-one (Ex. 76, 85 mg, 0.226 mmol), Ac2O (42.6 μl, 0.452 mmol), and DCM (2.3 mL) and stirring at 25° C. for 1 h. Purification by concentration of the reaction solution, solubilization in MeOH, and filtration through a pre-washed column of Si-carbonate (SiliaPrep, Silicyle) provided 2-(3-(((3S)-1-acetyl-3-piperidinyl)amin...